Dataset: the Open Reaction Database (ORD), a public repository of structured organic reaction records. Task: describe an organic reaction: reactants, conditions, products, and yield The reactants are O=C([O-])[O-], CCCCC1OC(=O)c2cc(C#N)ccc21, CC(C)=O, [K+], [K+], O, OO. Yields the product CCCCC1OC(=O)c2cc(C(N)=O)ccc21. As a reaction SMILES: [C:17]([O-:18])(=[O:19])[O-:20].[CH2:1]([CH2:2][CH2:3][CH3:4])[CH:5]1[O:6][C:7](=[O:8])[c:9]2[cH:10][c:11]([C:15]#[N:16])[cH:12][cH:13][c:14]21.[CH3:25][C:26](=[O:27])[CH3:28].[K+:21].[K+:22].[OH2:29].[OH:23][OH:24]>>[CH2:1]([CH2:2][CH2:3][CH3:4])[CH:5]1[O:6][C:7](=[O:8])[c:9]2[cH:10][c:11]([C:15]([NH2:16])=[O:18])[cH:12][cH:13][c:14]21. RXN SMILES: [OH:1][C:2]1[CH:7]=[CH:6][CH:5]=[CH:4][C:3]=1[CH2:8][CH2:9][CH2:10][C:11]1[CH:19]=[CH:18][C:14]([C:15]([O-:17])=[O:16])=[CH:13][CH:12]=1.C(=O)([O-])[O-].[K+].[K+].[CH2:26](Br)[C:27]1[CH:32]=[CH:31][CH:30]=[CH:29][CH:28]=1.O>CN(C=O)C.C(OCC)(=O)C>[CH2:26]([O:1][C:2]1[CH:7]=[CH:6][CH:5]=[CH:4][C:3]=1[CH2:8][CH2:9][CH2:10][C:11]1[CH:12]=[CH:13][C:14]([C:15]([OH:17])=[O:16])=[CH:18][CH:19]=1)[C:27]1[CH:32]=[CH:31][CH:30]=[CH:29][CH:28]=1 |f:1.2.3|. Procedure: To a solution of 4-[3-(2-hydroxyphenyl)propyl]benzoate (1.0 g) in DMF (20 ml) was added potassium carbonate (0.76 g) and benzyl bromide (0.66 ml). The mixture was stirred for 18 hours, poured into water (100 ml) and ethyl acetate (100 ml). The ethyl acetate solution was washed with water (3×100 ml), dried (magnesium sulphate), filtered and evaporated. The residue was purified by subjecting to chromatography on silica gel using diethyl ether: hexane (1:9) as eluant. There was thus obtained methyl... Run in C(C)(=O)OCC (ethyl acetate), CN(C)C=O (DMF). Run at time 18 hour. The product is C(C1=CC=CC=C1)OC1=C(C=CC=C1)CCCC1=CC=C(C(=O)O)C=C1 (4-[3-(2-Benzyloxyphenyl)propyl)benzoic acid). The reactants are O (water), OC1=C(C=CC=C1)CCCC1=CC=C(C(=O)[O-])C=C1 (4-[3-(2-hydroxyphenyl)propyl]benzoate), C([O-])([O-])=O.[K+].[K+] (potassium carbonate), C(C1=CC=CC=C1)Br (benzyl bromide). Reactants: CC(=O)O, CO, CC=O, N#Cc1cnc(NCc2ccccc2OC(F)(F)F)nc1NCC1CCC(N)CC1, [Na+], O=C([O-])O. The product is CCNC1CCC(CNc2nc(NCc3ccccc3OC(F)(F)F)ncc2C#N)CC1. As a reaction SMILES: [C:39]([OH:40])(=[O:41])[CH3:42].[CH3:43][OH:44].[CH:31]([CH3:32])=[O:33].[NH2:1][CH:2]1[CH2:3][CH2:4][CH:5]([CH2:8][NH:9][c:10]2[n:11][c:12]([NH:18][CH2:19][c:20]3[c:21]([O:26][C:27]([F:28])([F:29])[F:30])[cH:22][cH:23][cH:24][cH:25]3)[n:13][cH:14][c:15]2[C:16]#[N:17])[CH2:6][CH2:7]1.[Na+:38].[O-:34][C:35]([OH:36])=[O:37]>>[NH:1]([CH:2]1[CH2:3][CH2:4][CH:5]([CH2:8][NH:9][c:10]2[n:11][c:12]([NH:18][CH2:19][c:20]3[c:21]([O:26][C:27]([F:28])([F:29])[F:30])[cH:22][cH:23][cH:24][cH:25]3)[n:13][cH:14][c:15]2[C:16]#[N:17])[CH2:6][CH2:7]1)[CH2:31][CH3:32].